The task is: describe an organic reaction: reactants, conditions, products, and yield. This data is from the Open Reaction Database (ORD), a public repository of structured organic reaction records. Starting materials: C(C)OCC (diethyl ether), Cl.COC1=CC=C(C=N1)NC(CC(C)(C)C)=O (N-(6-methoxy-pyridin-3-yl)-3,3-dimethyl-butyramide hydrochloride), CC(CC(=O)Cl)(C)C (3,3-Dimethylbutyroyl chloride), NC=1C=CC(=NC1)OC (5-amino-2-methoxypyridine). The solvent is O1CCCC1 (tetrahydrofuran), CO (methanol). Run at time 1 hour. Product: OC1=CC=C(C=N1)NC(CC(C)(C)C)=O (N-(6-Hydroxy-pyridin-3-yl)-3,3-dimethyl-butyramide). Yield: 34.6%. As a reaction SMILES: CC(C)(C)CC(Cl)=O.NC1C=CC(OC)=NC=1.C(OCC)C.Cl.C[O:25][C:26]1[N:31]=[CH:30][C:29]([NH:32][C:33](=[O:39])[CH2:34][C:35]([CH3:38])([CH3:37])[CH3:36])=[CH:28][CH:27]=1>O1CCCC1.CO>[OH:25][C:26]1[N:31]=[CH:30][C:29]([NH:32][C:33](=[O:39])[CH2:34][C:35]([CH3:37])([CH3:36])[CH3:38])=[CH:28][CH:27]=1 |f:3.4|. Reported procedure: 3,3-Dimethylbutyroyl chloride (4.04 g, 30.0 mmol) was added dropwise to a stirred solution of 5-amino-2-methoxypyridine (3.72 g, 30.0 mmol) in tetrahydrofuran (25 mL). After stirring for 1 hour at room temperature, diethyl ether was added and the solid material was isolated by suction. The N-(6-methoxy-pyridin-3-yl)-3,3-dimethyl-butyramide hydrochloride (4.13 g, 15.96 mmol) was heated at 180° C. for 15 minutes. After cooling to room temperature the product was dissolved in methanol. Partial evap... Starting materials: [Na+], [OH-], COC(=O)c1cccc(NS(=O)(=O)c2ccc3ccccc3c2)c1. Yields the product O=C(O)c1cccc(NS(=O)(=O)c2ccc3ccccc3c2)c1. Reaction SMILES: [Na+:26].[OH-:25].[cH:1]1[c:2]([S:11](=[O:12])(=[O:13])[NH:14][c:15]2[cH:16][c:17]([C:18](=[O:19])[O:20][CH3:21])[cH:22][cH:23][cH:24]2)[cH:3][cH:4][c:5]2[cH:6][cH:7][cH:8][cH:9][c:10]12>>[cH:1]1[c:2]([S:11](=[O:12])(=[O:13])[NH:14][c:15]2[cH:16][c:17]([C:18](=[O:19])[OH:20])[cH:22][cH:23][cH:24]2)[cH:3][cH:4][c:5]2[cH:6][cH:7][cH:8][cH:9][c:10]12. Reaction SMILES: [NH2:1][C:2]1[S:3][C:4]2[CH:10]=[CH:9][CH:8]=[CH:7][C:5]=2[N:6]=1.[Br:11][CH2:12][C:13]([C:15]1[CH:20]=[CH:19][C:18]([Cl:21])=[CH:17][CH:16]=1)=[O:14]>C(#N)C>[BrH:11].[Cl:21][C:18]1[CH:19]=[CH:20][C:15]([C:13](=[O:14])[CH2:12][N:6]2[C:5]3[CH:7]=[CH:8][CH:9]=[CH:10][C:4]=3[S:3][C:2]2=[NH:1])=[CH:16][CH:17]=1 |f:3.4|. The product is 11.4, Br.ClC1=CC=C(C=C1)C(CN1C(SC2=C1C=CC=C2)=N)=O (1-(4-chlorophenyl)-2-(2-imino-3(2H)-benzothiazolyl)ethanone hydrobromide). Reaction conditions: time 20 hour. Starting materials: NC=1SC2=C(N1)C=CC=C2 (2-aminobenzothiazole), BrCC(=O)C1=CC=C(C=C1)Cl (2-bromo-1-(4-chlorophenyl)ethanone). Solvent: C(C)#N (acetonitrile). Reported procedure: To a stirred solution of 7.5 parts of 2-aminobenzothiazole in 80 parts of acetonitrile are added 11.75 parts of 2-bromo-1-(4-chlorophenyl)ethanone and the whole is stirred for about 20 hours at room temperature. The precipitated product is filtered off, washed with acetonitrile, and dried, yielding 11.4 parts of 1-(4-chlorophenyl)-2-(2-imino-3(2H)-benzothiazolyl)ethanone hydrobromide; mp. 261°-272° C. Reactants: COc1ccc2cc(-c3ccc(OC(C)(C)C)cc3)sc2c1F, COc1ccc2cc(-c3ccc(OC(C)(C)C)cc3)sc2c1, O=S(=O)(O)C(F)(F)F. RXN SMILES: [C:1]([CH3:2])([CH3:3])([CH3:4])[O:5][c:6]1[cH:7][cH:8][c:9](-[c:12]2[cH:13][c:14]3[c:15]([s:16]2)[c:17]([F:23])[c:18]([O:21][CH3:22])[cH:19][cH:20]3)[cH:10][cH:11]1.[C:24]([O:25][c:26]1[cH:27][cH:28][c:29](-[c:30]2[s:31][c:32]3[cH:33][c:34]([O:35][CH3:36])[cH:37][cH:38][c:39]3[cH:40]2)[cH:41][cH:42]1)([CH3:43])([CH3:44])[CH3:45].[OH:46][S:47]([C:48]([F:49])([F:50])[F:51])(=[O:52])=[O:53]>>[OH:5][c:6]1[cH:7][cH:8][c:9](-[c:12]2[cH:13][c:14]3[c:15]([s:16]2)[c:17]([F:23])[c:18]([O:21][CH3:22])[cH:19][cH:20]3)[cH:10][cH:11]1. Product: COc1ccc2cc(-c3ccc(O)cc3)sc2c1F. The reactants are C(C=C)C1C(N(C(C(C1)C1=CC(=CC=C1)Cl)C1=CC=C(C=C1)Cl)C(CNCC1=CC=C(C=C1)OC)CC)=O ((3SR,5RS,6SR)-3-allyl-5-(3-chlorophenyl)-6-(4-chlorophenyl)-1-((SR)-1-(4-methoxybenzylamino)butan-2-yl)piperidin-2-one), ceric ammonium nitrate. Run in C(C)#N (acetonitrile), O (water), [OH-].[Na+] (NaOH), CCOC(=O)C (EtOAc). Product: C(C=C)C1C(N(C(C(C1)C1=CC(=CC=C1)Cl)C1=CC=C(C=C1)Cl)C(CN)CC)=O ((3SR,5RS,6SR)-3-allyl-1-((SR)-1-aminobutan-2-yl)-5-(3-chlorophenyl)-6-(4-chlorophenyl)piperidin-2-one). Reaction SMILES: [CH2:1]([CH:4]1[CH2:9][CH:8]([C:10]2[CH:15]=[CH:14][CH:13]=[C:12]([Cl:16])[CH:11]=2)[CH:7]([C:17]2[CH:22]=[CH:21][C:20]([Cl:23])=[CH:19][CH:18]=2)[N:6]([CH:24]([CH2:36][CH3:37])[CH2:25][NH:26]CC2C=CC(OC)=CC=2)[C:5]1=[O:38])[CH:2]=[CH2:3]>C(#N)C.O.[OH-].[Na+].CCOC(C)=O>[CH2:1]([CH:4]1[CH2:9][CH:8]([C:10]2[CH:15]=[CH:14][CH:13]=[C:12]([Cl:16])[CH:11]=2)[CH:7]([C:17]2[CH:18]=[CH:19][C:20]([Cl:23])=[CH:21][CH:22]=2)[N:6]([CH:24]([CH2:36][CH3:37])[CH2:25][NH2:26])[C:5]1=[O:38])[CH:2]=[CH2:3] |f:3.4|. Procedure details: To a solution of (3SR,5RS,6SR)-3-allyl-5-(3-chlorophenyl)-6-(4-chlorophenyl)-1-((SR)-1-(4-methoxybenzylamino)butan-2-yl)piperidin-2-one (88 mg, 0.160 mmol) in acetonitrile (1899 μL) and water (380 μL) was added ceric ammonium nitrate (350 mg, 0.638 mmol) at 25° C. The reaction was monitored by LCMS and HPLC and on completion was diluted with 0.5 M aq. NaOH and EtOAc and the resulting emulsion was filtered through a pad of Celite® (J. T. Baker, Phillipsberg, N.J., J. T. Baker, Phillipsberg, N.J.,... The reactants are C1(C=2C(C(N1CCCN(CCCC(=O)O)C1CCCC3=CC=CC=C13)=O)=CC=CC2)=O (4-[[(3-phthalimido)propyl](1,2,3,4-tetrahydro-1-naphthyl)amino]butanoic acid), O.NN (hydrazine monohydrate), C(C)OC(=O)C1=CC=C(C=C1)N=C=O (4-(ethoxycarbonyl)phenyl isocyanate). Run in CCO (EtOH). Run at time 4 hour. Yields the product C(C)OC(=O)C1=CC=C(C=C1)NC(NCCCN(CCCC(=O)O)C1CCCC2=CC=CC=C12)=O (4-[[3-[4-(ethoxycarbonyl)phenylureido]propyl](1,2,3,4-tetrahydro-1-naphthyl)amino]butanoic acid). The yield is 16.2%. RXN SMILES: [C:1]1(=[O:31])[N:5]([CH2:6][CH2:7][CH2:8][N:9]([CH:16]2[C:25]3[C:20](=[CH:21][CH:22]=[CH:23][CH:24]=3)[CH2:19][CH2:18][CH2:17]2)[CH2:10][CH2:11][CH2:12][C:13]([OH:15])=[O:14])C(=O)C2=CC=CC=C12.O.NN.[CH2:35]([O:37][C:38]([C:40]1[CH:45]=[CH:44][C:43]([N:46]=C=O)=[CH:42][CH:41]=1)=[O:39])[CH3:36]>CCO>[CH2:35]([O:37][C:38]([C:40]1[CH:41]=[CH:42][C:43]([NH:46][C:1](=[O:31])[NH:5][CH2:6][CH2:7][CH2:8][N:9]([CH:16]2[C:25]3[C:20](=[CH:21][CH:22]=[CH:23][CH:24]=3)[CH2:19][CH2:18][CH2:17]2)[CH2:10][CH2:11][CH2:12][C:13]([OH:15])=[O:14])=[CH:44][CH:45]=1)=[O:39])[CH3:36] |f:1.2|. Procedure: To a solution of 4-[[(3-phthalimido)propyl](1,2,3,4-tetrahydro-1-naphthyl)amino]butanoic acid (137 mg, 0.32 mmol) in EtOH (5 ml) was added hydrazine monohydrate (63 μl, 1.3 mmol), and the mixture was stirred at RT for 4 h. The reaction mixture was concentrated under vacuum, and then water was added. The mixture was extracted with chloroform, washed with water and brine, dried over sodium sulfate, and filtered. To the filtrate was added 4-(ethoxycarbonyl)phenyl isocyanate (62 mg, 0.32 mmol), and ... Reactants: [OH-].[Na+] (sodium hydroxide), C(C1=CC=CC=C1)OC=1C(=NC=NC1O)C(=O)OC (methyl 5-benzyloxy-6-hydroxypyrimidine-4-carboxylate), Cl (Hydrochloric acid). Run in CO (Methanol), CO (methanol). Conditions: time 1 hour. Yields the product C(C1=CC=CC=C1)OC=1C(=NC=NC1O)C(=O)O (5-benzyloxy-6-hydroxypyrimidine-4-carboxylic acid). Yield: 50.5%. Reaction SMILES: [OH-].[Na+].[CH2:3]([O:10][C:11]1[C:12]([C:18]([O:20]C)=[O:19])=[N:13][CH:14]=[N:15][C:16]=1[OH:17])[C:4]1[CH:9]=[CH:8][CH:7]=[CH:6][CH:5]=1.Cl>CO>[CH2:3]([O:10][C:11]1[C:12]([C:18]([OH:20])=[O:19])=[N:13][CH:14]=[N:15][C:16]=1[OH:17])[C:4]1[CH:5]=[CH:6][CH:7]=[CH:8][CH:9]=1 |f:0.1|. Procedure details: Methanol (6 ml) and 1N aqueous sodium hydroxide solution (2.5 ml) were added to methyl 5-benzyloxy-6-hydroxypyrimidine-4-carboxylate (530 mg) obtained in the previous step, and the mixture was stirred at room temperature for 1 hr. 2N Hydrochloric acid (2.5 ml) was added to the reaction mixture, and methanol was evaporated under reduced pressure. The precipitate was collected by filtration, washed with water and dried to give 5-benzyloxy-6-hydroxypyrimidine-4-carboxylic acid (253 mg).